This data is from the Open Reaction Database (ORD), a public repository of structured organic reaction records. The task is: describe an organic reaction: reactants, conditions, products, and yield Starting materials: CI, CN(C)C=O, O=C(C=Cc1cccc(-c2ccc(F)cc2)c1)Nc1ccc(CN2CCCCC2)cc1. The product is C[N+]1(Cc2ccc(NC(=O)C=Cc3cccc(-c4ccc(F)cc4)c3)cc2)CCCCC1, [I-]. RXN SMILES: [CH3:32][I:33].[CH3:34][N:35]([CH3:36])[CH:37]=[O:38].[F:1][c:2]1[cH:3][cH:4][c:5](-[c:8]2[cH:9][c:10]([CH:11]=[CH:12][C:13](=[O:14])[NH:15][c:16]3[cH:17][cH:18][c:19]([CH2:20][N:21]4[CH2:22][CH2:23][CH2:24][CH2:25][CH2:26]4)[cH:27][cH:28]3)[cH:29][cH:30][cH:31]2)[cH:6][cH:7]1>>[F:1][c:2]1[cH:3][cH:4][c:5](-[c:8]2[cH:9][c:10]([CH:11]=[CH:12][C:13](=[O:14])[NH:15][c:16]3[cH:17][cH:18][c:19]([CH2:20][N+:21]4([CH3:32])[CH2:22][CH2:23][CH2:24][CH2:25][CH2:26]4)[cH:27][cH:28]3)[cH:29][cH:30][cH:31]2)[cH:6][cH:7]1.[I-:33]. Starting materials: ClC1=C(CN2C[C@@H]([C@H](C2)C2=CSC=C2)CN2CCC(CC2)CC(CC2=CC=CC=C2)OC([C@@H](C)C2=CC=CC=C2)=O)C=CC(=C1)Cl (1-(2,4-dichlorobenzyl)-3-(S)-(4-(3-phenyl-2-((S)-2-phenylpropionyl)oxypropyl)piperidinylmethyl)-4-(S)-(3-thienyl)pyrrolidine), solution, [H-].[H-].[H-].[H-].[Li+].[Al+3] (LiAlH4). The solvent is C1CCOC1 (THF), C1CCOC1 (THF). Reaction conditions: temperature 0 celsius, time 1 hour. The product is ClC1=C(CN2C[C@@H]([C@H](C2)C2=CSC=C2)CN2CCC(CC2)CC(CC2=CC=CC=C2)O)C=CC(=C1)Cl (1-(2,4-Dichlorobenzyl)-3-(S)-(4-(3-phenyl-2-hydroxypropyl)piperidinylmethyl)-4-(S)-(3-thienyl)pyrrolidine). RXN SMILES: [Cl:1][C:2]1[CH:45]=[C:44]([Cl:46])[CH:43]=[CH:42][C:3]=1[CH2:4][N:5]1[CH2:9][C@H:8]([C:10]2[CH:14]=[CH:13][S:12][CH:11]=2)[C@@H:7]([CH2:15][N:16]2[CH2:21][CH2:20][CH:19]([CH2:22][CH:23]([O:31]C(=O)[C@H](C3C=CC=CC=3)C)[CH2:24][C:25]3[CH:30]=[CH:29][CH:28]=[CH:27][CH:26]=3)[CH2:18][CH2:17]2)[CH2:6]1.[H-].[H-].[H-].[H-].[Li+].[Al+3]>C1COCC1>[Cl:1][C:2]1[CH:45]=[C:44]([Cl:46])[CH:43]=[CH:42][C:3]=1[CH2:4][N:5]1[CH2:9][C@H:8]([C:10]2[CH:14]=[CH:13][S:12][CH:11]=2)[C@@H:7]([CH2:15][N:16]2[CH2:17][CH2:18][CH:19]([CH2:22][CH:23]([OH:31])[CH2:24][C:25]3[CH:30]=[CH:29][CH:28]=[CH:27][CH:26]=3)[CH2:20][CH2:21]2)[CH2:6]1 |f:1.2.3.4.5.6|. Procedure details: To a solution of 0.1107 g (0.16 mmol) of 1-(2,4-dichlorobenzyl)-3-(S)-(4-(3-phenyl-2-((S)-2-phenylpropionyl)oxypropyl)piperidinylmethyl)-4-(S)-(3-thienyl)pyrrolidine (isomer 1) in 2 ml of THF at 0° C. was added 0.5 mL (0.5 mmol) of a 1 M solution of LiAlH4 in THF. The solution was stirred at 0° C. for 1 h, then was quenched by addition of 0.5 mL of 5N NaOH solution. The mixture was diluted with ethyl acetate, dried over MgSO4, filtered and the filtrate concentrated. The residue was purified by c... Reactants: COC=1C=C(C=C(C1)OC)C1=CC=C(C=2N=CC=NC12)C(=O)O (8-(3,5-dimethoxy-phenyl)-quinoxaline-5-carboxylic acid), OS(=O)(=O)O (H2SO4), CCO (EtOH). The product is C(C)OC(=O)C=1C=2N=CC=NC2C(=CC1)C1=CC(=CC(=C1)OC)OC (8-(3,5-Dimethoxy-phenyl)-quinoxaline-5-carboxylic acid ethyl ester). As a reaction SMILES: [CH3:1][O:2][C:3]1[CH:4]=[C:5]([C:11]2[C:20]3[N:19]=[CH:18][CH:17]=[N:16][C:15]=3[C:14]([C:21]([OH:23])=[O:22])=[CH:13][CH:12]=2)[CH:6]=[C:7]([O:9][CH3:10])[CH:8]=1.OS(O)(=O)=O.[CH3:29][CH2:30]O>>[CH2:29]([O:22][C:21]([C:14]1[C:15]2[N:16]=[CH:17][CH:18]=[N:19][C:20]=2[C:11]([C:5]2[CH:4]=[C:3]([O:2][CH3:1])[CH:8]=[C:7]([O:9][CH3:10])[CH:6]=2)=[CH:12][CH:13]=1)=[O:23])[CH3:30]. Procedure: A mixture of 8-(3,5-dimethoxy-phenyl)-quinoxaline-5-carboxylic acid (Step 1.2) (10 g), H2SO4 conc. (3 mL) and EtOH (500 mL) was stirred at reflux for 7 h, allowed to cool and concentrated. The residue was diluted in EtOAc and a saturated aqueous solution of NaHCO3. The aqueous phase was separated and extracted with EtOAc. The combined organic layers were washed with H2O and brine, dried (Na2SO4), filtered and concentrated to afford 10.1 g of the title compound as a beige solid. Title compound: E... The reactants are S(=O)(Cl)Cl (thionyl chloride), O1C(=CC=C1)CN(CCC(=O)O)C(=O)OCC (3-[(Furan-2-ylmethyl)(ethoxycarbonyl)amino]propionic acid), ice water, [Cl-].[Al+3].[Cl-].[Cl-] (aluminum chloride). Reagents/catalysts: CN(C)C=O (DMF). The solvent is C(Cl)Cl (methylene chloride). Yields the product C(C)OC(=O)N1CC2=C(C(CC1)=O)C=CO2 (7-Ethoxycarbonyl-5,6,7,8-tetrahydrofuro[2,3-c]azepin-4-one). Yield: 41.4%. RXN SMILES: [O:1]1[CH:5]=[CH:4][CH:3]=[C:2]1[CH2:6][N:7]([C:13]([O:15][CH2:16][CH3:17])=[O:14])[CH2:8][CH2:9][C:10]([OH:12])=O.S(Cl)(Cl)=O.[Cl-].[Al+3].[Cl-].[Cl-]>C(Cl)Cl.CN(C=O)C>[CH2:16]([O:15][C:13]([N:7]1[CH2:8][CH2:9][C:10](=[O:12])[C:3]2[CH:4]=[CH:5][O:1][C:2]=2[CH2:6]1)=[O:14])[CH3:17] |f:2.3.4.5|. Procedure details: 3-[(Furan-2-ylmethyl)(ethoxycarbonyl)amino]propionic acid (3.6 g) prepared in the step 4 was dissolved in 300 mL of methylene chloride, then 2.66 g of thionyl chloride and 5 drops of DMF were added thereto and the mixture was heated to reflux for 3 hours. The reaction solution was cooled, 20.0 g of aluminum chloride was added thereto and the mixture was heated to reflux again for 30 minutes. The reaction solution was poured over 300 mL of ice water, the organic layer was separated, washed with w...